The task is: describe an organic reaction: reactants, conditions, products, and yield. This data is from the Open Reaction Database (ORD), a public repository of structured organic reaction records. The reactants are NC1CC1, CC(C)[Mg+], [Cl-], [Cl-], Cc1ccc(C(=O)O)cc1-n1cc(Cl)nc(N2CCN(C)CC2)c1=O, [NH4+], C1CCOC1. Yields the product Cc1ccc(C(=O)NC2CC2)cc1-n1cc(Cl)nc(N2CCN(C)CC2)c1=O. Reaction SMILES: [CH:26]1([NH2:29])[CH2:27][CH2:28]1.[CH:31]([Mg+:32])([CH3:33])[CH3:34].[Cl-:30].[Cl-:35].[Cl:1][c:2]1[n:3][c:4]([N:19]2[CH2:20][CH2:21][N:22]([CH3:25])[CH2:23][CH2:24]2)[c:5](=[O:18])[n:6](-[c:8]2[cH:9][c:10]([C:11](=[O:12])[OH:13])[cH:14][cH:15][c:16]2[CH3:17])[cH:7]1.[NH4+:36].[O:37]1[CH2:38][CH2:39][CH2:40][CH2:41]1>>[Cl:1][c:2]1[n:3][c:4]([N:19]2[CH2:20][CH2:21][N:22]([CH3:25])[CH2:23][CH2:24]2)[c:5](=[O:18])[n:6](-[c:8]2[cH:9][c:10]([C:11](=[O:12])[NH:29][CH:26]3[CH2:27][CH2:28]3)[cH:14][cH:15][c:16]2[CH3:17])[cH:7]1. The reactants are CC=1OC=C(N1)C(C(=O)OC)C (methyl 2-(2-methyl-1,3-oxazol-4-yl)propanoate), C1CC(=O)N(C1=O)Br (NBS), CC(C)(C#N)N=NC(C)(C)C#N (AIBN). Run in C(Cl)(Cl)(Cl)Cl (CCl4). Product: BrC(C(=O)OC)(C)C=1N=C(OC1)C (methyl 2-bromo-2-(2-methyl-1,3-oxazol-4-yl)propanoate). As a reaction SMILES: [CH3:1][C:2]1[O:3][CH:4]=[C:5]([CH:7]([CH3:12])[C:8]([O:10][CH3:11])=[O:9])[N:6]=1.C1C(=O)N([Br:20])C(=O)C1.CC(N=NC(C#N)(C)C)(C#N)C>C(Cl)(Cl)(Cl)Cl>[Br:20][C:7]([C:5]1[N:6]=[C:2]([CH3:1])[O:3][CH:4]=1)([CH3:12])[C:8]([O:10][CH3:11])=[O:9]. Procedure details: A mixture of the intermediate from Step B (2.336 g, 13.81 mmol), NBS (2.458 g, 13.81 mmol), and AIBN (0.113 g, 0.690 mmol) in 50 mL of CCl4 was refluxed for 1 hour. The mixture was cooled to room temperature, filtered, and concentrated. The residue was purified by silica gel chromatography using a hexanes/EtOAc gradient to give the indicated compound (yellow oil). 1H NMR (CDCl3, 500 MHz) δ 7.72 (1H, s), 3.89 (3H, s), 2.50 (3H, s), 2.29 (3H, s). Starting materials: O=C([O-])[O-], COC(=O)c1cc(B2OC(C)(C)C(C)(C)O2)ccc1OC, [Cs+], [Cs+], CNC(=O)c1c(-c2ccc(F)cc2)oc2cc([N+](=O)[O-])c(OS(=O)(=O)C(F)(F)F)cc12, C1COCCO1. Yields the product CNC(=O)c1c(-c2ccc(F)cc2)oc2cc([N+](=O)[O-])c(-c3ccc(OC)c(C(=O)OC)c3)cc12. Reaction SMILES: [C:53](=[O:54])([O-:55])[O-:56].[CH3:32][O:33][c:34]1[c:35]([C:36](=[O:37])[O:38][CH3:39])[cH:40][c:41]([B:44]2[O:45][C:46]([CH3:47])([CH3:48])[C:49]([CH3:50])([CH3:51])[O:52]2)[cH:42][cH:43]1.[Cs+:57].[Cs+:58].[F:1][C:2]([F:3])([F:4])[S:5]([O:6][c:7]1[c:8]([N+:27](=[O:28])[O-:29])[cH:9][c:10]2[c:11]([c:12]([C:22]([NH:23][CH3:24])=[O:25])[c:13](-[c:15]3[cH:16][cH:17][c:18]([F:21])[cH:19][cH:20]3)[o:14]2)[cH:26]1)(=[O:30])=[O:31].[O:59]1[CH2:60][CH2:61][O:62][CH2:63][CH2:64]1>>[c:7]1(-[c:41]2[cH:40][c:35]([C:36](=[O:37])[O:38][CH3:39])[c:34]([O:33][CH3:32])[cH:43][cH:42]2)[c:8]([N+:27](=[O:28])[O-:29])[cH:9][c:10]2[c:11]([c:12]([C:22]([NH:23][CH3:24])=[O:25])[c:13](-[c:15]3[cH:16][cH:17][c:18]([F:21])[cH:19][cH:20]3)[o:14]2)[cH:26]1. Reaction SMILES: [CH2:37]([Cl:38])[CH2:39][Cl:40].[CH3:47][N:48]([c:49]1[cH:50][cH:51][n:52][cH:53][cH:54]1)[CH3:55].[ClH:41].[NH2:14][c:15]1[c:16]([Cl:26])[cH:17][c:18]([CH2:21][C:22](=[O:23])[O:24][CH3:25])[cH:19][cH:20]1.[O:42]=[CH:43][N:44]([CH3:45])[CH3:46].[OH2:56].[OH:27][n:28]1[c:29]2[c:30]([cH:31][cH:32][cH:33][cH:34]2)[n:35][n:36]1.[c:1]1([C:11](=[O:12])[OH:13])[n:2][cH:3][cH:4][c:5]2[cH:6][cH:7][cH:8][cH:9][c:10]12>>[c:1]1([C:11](=[O:13])[NH:14][c:15]2[c:16]([Cl:26])[cH:17][c:18]([CH2:21][C:22](=[O:23])[O:24][CH3:25])[cH:19][cH:20]2)[n:2][cH:3][cH:4][c:5]2[cH:6][cH:7][cH:8][cH:9][c:10]12. Yields the product COC(=O)Cc1ccc(NC(=O)c2nccc3ccccc23)c(Cl)c1. Reactants: ClCCCl, CN(C)c1ccncc1, Cl, COC(=O)Cc1ccc(N)c(Cl)c1, CN(C)C=O, O, On1nnc2ccccc21, O=C(O)c1nccc2ccccc12.